From a dataset of the Open Reaction Database (ORD), a public repository of structured organic reaction records. describe an organic reaction: reactants, conditions, products, and yield Reactants: C[O-], CO, CC(C)(C)OC(=O)n1ccc2ccc(Cn3nnc4c(-c5ccco5)nc(N)nc43)cc21, [Na+]. Product: Nc1nc(-c2ccco2)c2nnn(Cc3ccc4cc[nH]c4c3)c2n1. RXN SMILES: [CH3:33][O-:34].[CH3:36][OH:37].[NH2:1][c:2]1[n:3][c:4](-[c:28]2[o:29][cH:30][cH:31][cH:32]2)[c:5]2[c:6]([n:7]1)[n:8]([CH2:11][c:12]1[cH:13][cH:14][c:15]3[cH:16][cH:17][n:18]([C:21]([O:22][C:23]([CH3:24])([CH3:25])[CH3:26])=[O:27])[c:19]3[cH:20]1)[n:9][n:10]2.[Na+:35]>>[NH2:1][c:2]1[n:3][c:4](-[c:28]2[o:29][cH:30][cH:31][cH:32]2)[c:5]2[c:6]([n:7]1)[n:8]([CH2:11][c:12]1[cH:13][cH:14][c:15]3[cH:16][cH:17][nH:18][c:19]3[cH:20]1)[n:9][n:10]2. As a reaction SMILES: Br[C:2]1[C:3]2[N:4]([N:8]=[C:9]([Cl:11])[N:10]=2)[CH:5]=[CH:6][CH:7]=1.[CH3:12][S:13]([C:16]1[CH:21]=[CH:20][CH:19]=[CH:18][C:17]=1[NH2:22])(=[O:15])=[O:14].Cl.CC1(C)C2C=CC=C(P(C3C=CC=CC=3)C3C=CC=CC=3)C=2OC2C1=CC=CC=2P(C1C=CC=CC=1)C1C=CC=CC=1>>[Cl:11][C:9]1[N:10]=[C:3]2[C:2]([NH:22][C:17]3[CH:18]=[CH:19][CH:20]=[CH:21][C:16]=3[S:13]([CH3:12])(=[O:15])=[O:14])=[CH:7][CH:6]=[CH:5][N:4]2[N:8]=1. Reactants: Cl (hydrochloride), BrC=1C=2N(C=CC1)N=C(N2)Cl (8-bromo-2-chloro-[1,2,4]triazolo[1,5-a]pyridine), CS(=O)(=O)C1=C(C=CC=C1)N (2-methanesulfonyl-phenylamine), CC1(C2=CC=CC(=C2OC=2C(=CC=CC12)P(C1=CC=CC=C1)C1=CC=CC=C1)P(C1=CC=CC=C1)C1=CC=CC=C1)C (9,9-dimethyl-4,5-bis(diphenylphosphino)xanthene). Yields the product ClC1=NN2C(C(=CC=C2)NC2=C(C=CC=C2)S(=O)(=O)C)=N1 ((2-Chloro-[1,2,4]triazolo[1,5-a]pyridin-8-yl)-(2-methanesulfonyl-phenyl)-amine), solid. Isolated yield 35.0%. Procedure: (2-Chloro-[1,2,4]triazolo[1,5-a]pyridin-8-yl)-(2-methanesulfonyl-phenyl)-amine was prepared from 8-bromo-2-chloro-[1,2,4]triazolo[1,5-a]pyridine (234.0 mg, 1.007 mmol) and 2-methanesulfonyl-phenylamine; hydrochloride (220.0 mg, 1.059 mmol) with 9,9-dimethyl-4,5-bis(diphenylphosphino)xanthene (105.0 mg, 0.1815 mmol) as the ligand in a manner analogous to Step 2d. The reaction product was isolated as a pale yellow solid (0.115 g, 35%). MP=180-182° C. 1H NMR (400 MHz, CDCl3, δ, ppm): 8.52 (s, 1H), ... Starting materials: O (Water), CC1=C(C=C2C(=N1)NC(=C2)C(NC(C(F)(F)F)C2=CC(=CC=C2)C(F)(F)F)=O)C(=O)OC (Methyl 6-methyl-2-({2,2,2-trifluoro-1-[3-(trifluoromethyl)phenyl]ethyl}carbamoyl)-1H-pyrrolo[2,3-b]pyridine-5-carboxylate), ICC (Iodoethane), [H-].[Na+] (Sodium hydride). The solvent is C(C)(=O)OCC (ethyl acetate), CN(C=O)C (N,N-dimethylformamide). Reaction conditions: time 2 hour. The product is C(C)N1C(=CC=2C1=NC(=C(C2)C(=O)OC)C)C(NC(C(F)(F)F)C2=CC(=CC=C2)C(F)(F)F)=O (methyl 1-ethyl-6-methyl-2-({2,2,2-trifluoro-1-[3-(trifluoromethyl)phenyl]ethyl}carbamoyl)-1H-pyrrolo[2,3-b]pyridine-5-carboxylate). Isolated yield 68.6%. RXN SMILES: [CH3:1][C:2]1[N:7]=[C:6]2[NH:8][C:9]([C:11](=[O:28])[NH:12][CH:13]([C:18]3[CH:23]=[CH:22][CH:21]=[C:20]([C:24]([F:27])([F:26])[F:25])[CH:19]=3)[C:14]([F:17])([F:16])[F:15])=[CH:10][C:5]2=[CH:4][C:3]=1[C:29]([O:31][CH3:32])=[O:30].[H-].[Na+].I[CH2:36][CH3:37].O>CN(C)C=O.C(OCC)(=O)C>[CH2:36]([N:8]1[C:6]2=[N:7][C:2]([CH3:1])=[C:3]([C:29]([O:31][CH3:32])=[O:30])[CH:4]=[C:5]2[CH:10]=[C:9]1[C:11](=[O:28])[NH:12][CH:13]([C:18]1[CH:23]=[CH:22][CH:21]=[C:20]([C:24]([F:27])([F:26])[F:25])[CH:19]=1)[C:14]([F:15])([F:16])[F:17])[CH3:37] |f:1.2|. Reported procedure: Methyl 6-methyl-2-({2,2,2-trifluoro-1-[3-(trifluoromethyl)phenyl]ethyl}carbamoyl)-1H-pyrrolo[2,3-b]pyridine-5-carboxylate (1.58 g, 3.44 mmol) was dissolved under argon at 0° C. in N,N-dimethylformamide (35 ml). Sodium hydride (60%; 0.165 g, 4.12 mmol) was added and the mixture was stirred with ice cooling for 2 h. Iodoethane (0.643 g, 4.12 mmol) was added and the reaction mixture was thawed with stirring over 18 h. Water and ethyl acetate were added and the phases were separated. The organic pha... Reactants: [OH-].[Na+] (sodium hydroxide), C(=O)N (formamide), P12(=S)SP3(=S)SP(=S)(S1)SP(=S)(S2)S3 (P2S5), crude solution, BrCC(CCN1C(C2=CC=CC=C2C1=O)=O)=O (2-(4-bromo-3-oxobutyl)isoindole-1,3-dione). Run in C(C)(=O)OCC (ethyl acetate), O1CCOCC1 (dioxane). Yields the product S1C=NC(=C1)CCN1C(C2=CC=CC=C2C1=O)=O (2-(2-thiazol-4-ylethyl)isoindole-1,3-dione). Yield: 39.7%. RXN SMILES: [CH:1]([NH2:3])=O.P12(SP3(SP(SP(S3)(S1)=S)(=S)S2)=S)=[S:5].Br[CH2:19][C:20](=O)[CH2:21][CH2:22][N:23]1[C:31](=[O:32])[C:30]2[C:25](=[CH:26][CH:27]=[CH:28][CH:29]=2)[C:24]1=[O:33].[OH-].[Na+]>O1CCOCC1.C(OCC)(=O)C>[S:5]1[CH:19]=[C:20]([CH2:21][CH2:22][N:23]2[C:31](=[O:32])[C:30]3[C:25](=[CH:26][CH:27]=[CH:28][CH:29]=3)[C:24]2=[O:33])[N:3]=[CH:1]1 |f:3.4|. Procedure details: Reflux formamide (2 mL, 50 mmol) and P2S5 (4.4 g, 10 mmol) dioxane (50 mL) for 2 hours. Add this crude solution to 2-(4-bromo-3-oxobutyl)isoindole-1,3-dione (2.3 g, 7.7 mmol) in dioxane (100 mL) and reflux the resulting reaction solution for 1.5 hours. Add ethyl acetate (100 mL) and 1N sodium hydroxide (100 mL) to the mixture. Separate the organic phase, wash with brine (50 mL), dry (Na2SO4), filter and concentrate in vacuo to an oil. Perform chromatography (silica gel, 7:3 hexane/ethyl acetate)... Starting materials: N1N=C(N=C1)C=1C(=NC=CC1)N (3-(1H-[1,2,4]triazol-3-yl)-pyridin-2-ylamine), CN(C)C=O (DMF), C(C1=CC=CC=C1)OC1=CC=C(CCl)C=C1 (4-benzyloxybenzyl chloride), C([O-])([O-])=O.[K+].[K+] (potassium carbonate). Solvent: O (Water). Conditions: temperature 60 celsius, time 0.5 hour. The product is C(C1=CC=CC=C1)OC1=CC=C(CN2N=C(N=C2)C=2C(=NC=CC2)N)C=C1 (3-(1-(4-Benzyloxy-benzyl)-1H-[1,2,4]triazol-3-yl)-pyridin-2-ylamine). Yield: 60.9%. As a reaction SMILES: [NH:1]1[CH:5]=[N:4][C:3]([C:6]2[C:7]([NH2:12])=[N:8][CH:9]=[CH:10][CH:11]=2)=[N:2]1.[CH2:13]([O:20][C:21]1[CH:28]=[CH:27][C:24]([CH2:25]Cl)=[CH:23][CH:22]=1)[C:14]1[CH:19]=[CH:18][CH:17]=[CH:16][CH:15]=1.C(=O)([O-])[O-].[K+].[K+].CN(C=O)C>O>[CH2:13]([O:20][C:21]1[CH:22]=[CH:23][C:24]([CH2:25][N:1]2[CH:5]=[N:4][C:3]([C:6]3[C:7]([NH2:12])=[N:8][CH:9]=[CH:10][CH:11]=3)=[N:2]2)=[CH:27][CH:28]=1)[C:14]1[CH:15]=[CH:16][CH:17]=[CH:18][CH:19]=1 |f:2.3.4|. Reported procedure: 3-(1H-[1,2,4]triazol-3-yl)-pyridin-2-ylamine (20 mg) described in Manufacturing Example 14-3, 4-benzyloxybenzyl chloride (32 mg), potassium carbonate (86 mg, and DMF (3.0 mL) were stirred for 0.5 hour at 60° C. Water was added to the reaction solution, which was extracted with ethyl acetate. The organic layer was concentrated and purified by NH silica gel column chromatography (heptane:ethyl acetate=2:1, then 1:1) to obtain the titled compound (27 mg).